Dataset: the Open Reaction Database (ORD), a public repository of structured organic reaction records. Task: describe an organic reaction: reactants, conditions, products, and yield The reactants are FC(S(=O)(=O)OC1=C(C(=O)OCC)C=C(C=C1)C(NCC(C)C)=O)(F)F (ethyl 2-trifluoromethylsulfonyloxy-5-((2-methylpropyl)carbamoyl)benzoate), S(=O)(Cl)Cl (Thionyl chloride). Solvent: C(C)(=O)OCC (ethyl acetate). Run at temperature 50 celsius, time 15 minute. Product: CC(CNC(=O)C1=CC(=C(C=C1)C=1C(=CC=CC1)C(=O)O)C(=O)OCC)C (4′-((2-methylpropyl)carbamoyl)-2′-ethoxycarbonyl-2-biphenyl carboxylic acid), compound. RXN SMILES: FC(F)(F)S(O[C:7]1[CH:17]=[CH:16][C:15]([C:18](=[O:24])[NH:19][CH2:20][CH:21]([CH3:23])[CH3:22])=[CH:14][C:8]=1[C:9]([O:11][CH2:12][CH3:13])=[O:10])(=O)=O.S(Cl)(Cl)=O>C(OCC)(=O)C>[CH3:22][CH:21]([CH3:23])[CH2:20][NH:19][C:18]([C:15]1[CH:16]=[CH:17][C:7]([C:7]2[C:8]([C:9]([OH:11])=[O:10])=[CH:14][CH:15]=[CH:16][CH:17]=2)=[C:8]([C:9]([O:11][CH2:12][CH3:13])=[O:10])[CH:14]=1)=[O:24]. Procedure: 4′-((2-methylpropyl)carbamoyl)-2′-ethoxycarbonyl-2-biphenyl carboxylic acid (1.0 g) which was prepared by the same procedure as a series of reaction of Reference Example 4→Reference Example 5, using ethyl 2-trifluoromethylsulfonyloxy-5-((2-methylpropyl)carbamoyl)benzoate, was dissolved into ethyl acetate (20 ml). Thionyl chloride (0.22 ml) was dropped into the above solution. The mixture was stirred for 15 minutes at 50° C. The reaction mixture was cooled to room temperature, and concentrated. A... Starting materials: CC(C(=O)C=1C(=C(N2C=CC(=CC12)O)C(C1=CC=C(C=C1)OC)=O)CC(C(=O)OC)(C)C)(C)C (methyl 3-[1-(2,2-dimethylpropanoyl)-7-hydroxy-3-(4-methoxybenzoyl)indolizin-2-yl]-2,2-dimethylpropanoate), BrCC1=CC=CC(=N1)N1C(C2=CC=CC=C2C1=O)=O (2-(6-bromomethyl-pyridin-2-yl)-isoindole-1,3-dione), C([O-])([O-])=O.[K+].[K+] (potassium carbonate). Run in CN(C)C=O (DMF). Run at temperature 70 celsius, time 6 hour. Product: CC(C(=O)C=1C(=C(N2C=CC(=CC12)OCC1=NC(=CC=C1)N1C(C2=CC=CC=C2C1=O)=O)C(C1=CC=C(C=C1)OC)=O)CC(C(=O)OC)(C)C)(C)C (methyl 3-[1-(2,2-dimethylpropanoyl)-7-{[6-(1,3-dioxo-1,3-dihydro-2H-isoindol-2-yl)pyridin-2-yl]methoxy}-3-(4-methoxybenzoyl)indolizin-2-yl]-2,2-dimethylpropanoate). RXN SMILES: [CH3:1][C:2]([CH3:34])([CH3:33])[C:3]([C:5]1[C:6]([CH2:25][C:26]([CH3:32])([CH3:31])[C:27]([O:29][CH3:30])=[O:28])=[C:7]([C:15](=[O:24])[C:16]2[CH:21]=[CH:20][C:19]([O:22][CH3:23])=[CH:18][CH:17]=2)[N:8]2[C:13]=1[CH:12]=[C:11]([OH:14])[CH:10]=[CH:9]2)=[O:4].Br[CH2:36][C:37]1[N:42]=[C:41]([N:43]2[C:51](=[O:52])[C:50]3[C:45](=[CH:46][CH:47]=[CH:48][CH:49]=3)[C:44]2=[O:53])[CH:40]=[CH:39][CH:38]=1.C(=O)([O-])[O-].[K+].[K+]>CN(C=O)C>[CH3:1][C:2]([CH3:34])([CH3:33])[C:3]([C:5]1[C:6]([CH2:25][C:26]([CH3:32])([CH3:31])[C:27]([O:29][CH3:30])=[O:28])=[C:7]([C:15](=[O:24])[C:16]2[CH:21]=[CH:20][C:19]([O:22][CH3:23])=[CH:18][CH:17]=2)[N:8]2[C:13]=1[CH:12]=[C:11]([O:14][CH2:36][C:37]1[CH:38]=[CH:39][CH:40]=[C:41]([N:43]3[C:44](=[O:53])[C:45]4[C:50](=[CH:49][CH:48]=[CH:47][CH:46]=4)[C:51]3=[O:52])[N:42]=1)[CH:10]=[CH:9]2)=[O:4] |f:2.3.4|. Reported procedure: A suspension of methyl 3-[1-(2,2-dimethylpropanoyl)-7-hydroxy-3-(4-methoxybenzoyl)indolizin-2-yl]-2,2-dimethylpropanoate (350 mg, 0.75 mmol), 2-(6-bromomethyl-pyridin-2-yl)-isoindole-1,3-dione (286 mg, 0.90 mmol), and potassium carbonate (416 mg, 3.0 mmol) in DMF (4 mL) is stirred for 6 h at 70° C. The mixture is partitioned between CH2Cl2 and brine. The organics are collected, dried with MgSO4, filtered, and concentrated in vacuo. Purification of the crude by flash chromatography (SiO2, heptane... The reactants are Cl.CN(CCCN=C=NCC)C (N-(3-dimethylaminopropyl)-N′-ethylcarbodiimide hydrochloride), C1(=CC=CC=C1)CC(=O)O (phenylacetic acid), NC1=CC=C2C(=N1)NC=C2C=C(C(=O)N)C2=CC=CC=C2 (3-(6-amino-1H-pyrrolo[2,3-b]pyridin-3-yl)-2-phenyl-propenamide). The solvent is ClCCl (dichloromethane), ClCCl (dichloromethane). Yields the product C1(=CC=CC=C1)CC(=O)NC1=CC=C2C(=N1)NC=C2C=C(C(=O)N)C2=CC=CC=C2 (3-(6-[(phenylacetyl)amino]-1H-pyrrolo[2,3-b]pyridin-3-yl}-2-phenyl-2-propenamide). Isolated yield 64.7%. Reaction SMILES: [C:1]1([CH2:7][C:8](O)=[O:9])[CH:6]=[CH:5][CH:4]=[CH:3][CH:2]=1.Cl.CN(C)CCCN=C=NCC.[NH2:23][C:24]1[N:29]=[C:28]2[NH:30][CH:31]=[C:32]([CH:33]=[C:34]([C:38]3[CH:43]=[CH:42][CH:41]=[CH:40][CH:39]=3)[C:35]([NH2:37])=[O:36])[C:27]2=[CH:26][CH:25]=1>ClCCl>[C:1]1([CH2:7][C:8]([NH:23][C:24]2[N:29]=[C:28]3[NH:30][CH:31]=[C:32]([CH:33]=[C:34]([C:38]4[CH:39]=[CH:40][CH:41]=[CH:42][CH:43]=4)[C:35]([NH2:37])=[O:36])[C:27]3=[CH:26][CH:25]=2)=[O:9])[CH:6]=[CH:5][CH:4]=[CH:3][CH:2]=1 |f:1.2|. Reported procedure: 500 mg (3.67 mmol) of phenylacetic acid were dissolved in 20 ml of dichloromethane and 705 mg (3.67 mmol) of N-(3-dimethylaminopropyl)-N′-ethylcarbodiimide hydrochloride were added at 0° C. The mixture is maintained at the same temperature for 30 minutes and then a solution of 680 mg (2.44 mmol) of 3-(6-amino-1H-pyrrolo[2,3-b]pyridin-3-yl)-2-phenyl-propenamide in 10 ml of dichloromethane was added dropwise. After 6 hours at room temperature the mixture was washed with aqueous sodium bicarbonate.... Starting materials: C1CCOC1, CCO, Nc1ccc(-c2nnc(-c3ccc(Cl)cc3)o2)cc1[N+](=O)[O-]. The product is Nc1ccc(-c2nnc(-c3ccc(Cl)cc3)o2)cc1N. Reaction SMILES: [CH2:23]1[O:24][CH2:25][CH2:26][CH2:27]1.[CH3:28][CH2:29][OH:30].[Cl:1][c:2]1[cH:3][cH:4][c:5](-[c:8]2[n:9][n:10][c:11](-[c:13]3[cH:14][c:15]([N+:20]([O-:21])=[O:22])[c:16]([NH2:19])[cH:17][cH:18]3)[o:12]2)[cH:6][cH:7]1>>[Cl:1][c:2]1[cH:3][cH:4][c:5](-[c:8]2[n:9][n:10][c:11](-[c:13]3[cH:14][c:15]([NH2:20])[c:16]([NH2:19])[cH:17][cH:18]3)[o:12]2)[cH:6][cH:7]1.